Dataset: the Open Reaction Database (ORD), a public repository of structured organic reaction records. Task: describe an organic reaction: reactants, conditions, products, and yield Starting materials: CNC, CCN(C(C)C)C(C)C, O=C(O)c1cccc(CN2CCC(Nc3ncnc4sc(Cl)cc34)CC2)c1, ClCCl, Cl, O=S(Cl)Cl. Product: CN(C)C(=O)c1cccc(CN2CCC(Nc3ncnc4sc(Cl)cc34)CC2)c1. RXN SMILES: [CH3:29][NH:30][CH3:31].[CH:32]([N:33]([CH2:34][CH3:35])[CH:36]([CH3:37])[CH3:38])([CH3:39])[CH3:40].[Cl:1][c:2]1[cH:3][c:4]2[c:5]([n:6][cH:7][n:8][c:9]2[NH:10][CH:11]2[CH2:12][CH2:13][N:14]([CH2:17][c:18]3[cH:19][c:20]([C:21](=[O:22])[OH:23])[cH:24][cH:25][cH:26]3)[CH2:15][CH2:16]2)[s:27]1.[Cl:45][CH2:46][Cl:47].[ClH:28].[S:41]([Cl:42])([Cl:43])=[O:44]>>[Cl:1][c:2]1[cH:3][c:4]2[c:5]([n:6][cH:7][n:8][c:9]2[NH:10][CH:11]2[CH2:12][CH2:13][N:14]([CH2:17][c:18]3[cH:19][c:20]([C:21](=[O:22])[N:30]([CH3:29])[CH3:31])[cH:24][cH:25][cH:26]3)[CH2:15][CH2:16]2)[s:27]1.